This data is from the Open Reaction Database (ORD), a public repository of structured organic reaction records. The task is: describe an organic reaction: reactants, conditions, products, and yield Starting materials: C(C1=CC=CC=C1)OC1=C2CCC(C(C2=CC=C1)=O)C(=O)OC (5-(benzyloxy)-2-(methoxycarbonyl)-1-tetralone), [BH4-].[Na+] (sodium borohydride). The solvent is CO (methanol). Conditions: time 30 minute. Product: C(C1=CC=CC=C1)OC1=C2CCC(C(C2=CC=C1)O)C(=O)OC (5-(benzyloxy)-1-hydroxy-2-(methoxycarbonyl)-1,2,3,4-tetrahydronaphthalene). The yield is 74.5%. RXN SMILES: [CH2:1]([O:8][C:9]1[CH:18]=[CH:17][CH:16]=[C:15]2[C:10]=1[CH2:11][CH2:12][CH:13]([C:20]([O:22][CH3:23])=[O:21])[C:14]2=[O:19])[C:2]1[CH:7]=[CH:6][CH:5]=[CH:4][CH:3]=1.[BH4-].[Na+]>CO>[CH2:1]([O:8][C:9]1[CH:18]=[CH:17][CH:16]=[C:15]2[C:10]=1[CH2:11][CH2:12][CH:13]([C:20]([O:22][CH3:23])=[O:21])[CH:14]2[OH:19])[C:2]1[CH:3]=[CH:4][CH:5]=[CH:6][CH:7]=1 |f:1.2|. Reported procedure: A solution of 7.95 g of 5-(benzyloxy)-2-(methoxycarbonyl)-1-tetralone in 80 ml of methanol was ice-cooled and 0.97 g of sodium borohydride was added in five portions. After stirring for 30 minutes, an ice bath was removed and the mixture was further stirred for 30 minutes. The reaction solution was diluted with iced water, extracted with diethyl ether, washed with water and dried over anhydrous magnesium sulfate, and then the solvent was evaporated under reduced pressured. The residue was purifi... Yields the product N#CSc1ccc2c(c1)OCO2. RXN SMILES: [CH2:9]1[O:10][c:11]2[c:12]([cH:13][cH:14][cH:15][cH:16]2)[O:17]1.[CH3:18][C:19](=[O:20])[OH:21].[Cl:8].[Pb:1]([S:2][C:3]#[N:4])[S:5][C:6]#[N:7]>>[S:2]([C:3]#[N:4])[c:15]1[cH:14][cH:13][c:12]2[c:11]([cH:16]1)[O:10][CH2:9][O:17]2. The reactants are c1ccc2c(c1)OCO2, CC(=O)O, Cl, N#CS[Pb]SC#N. The reactants are NC1=C(C(=O)O)C(=CC=C1)OC (2-amino-6-methoxybenzoic acid), OC1CCN(CC1)C(=O)OC(C)(C)C (tert-butyl 4-hydroxytetrahydro-1(2H)-pyridinecarboxylate), C(C)OC1(CC1)O[Si](C)(C)C ([(1-ethoxycyclopropyl)oxy](trimethyl)silane), CN (methylamine), COC1=CC=C(C=O)C=C1 (4-methoxybenzaldehyde). Product: COC1=C2C(N(C(=NC2=CC=C1)C1=CC=C(C=C1)OC1CCN(CC1)C1CC1)C)=O (5-Methoxy-3-methyl-2-[4-(1-cyclopropyl-4-piperidinyloxy)-phenyl]-4(3H)-quinazolinone). RXN SMILES: [NH2:1][C:2]1[CH:10]=[CH:9][CH:8]=[C:7]([O:11][CH3:12])[C:3]=1[C:4]([OH:6])=O.[CH3:13][NH2:14].[CH3:15][O:16][C:17]1[CH:24]=[CH:23][C:20]([CH:21]=O)=[CH:19][CH:18]=1.OC1[CH2:31][CH2:30][N:29](C(OC(C)(C)C)=O)[CH2:28][CH2:27]1.C(O[C:42]1(O[Si](C)(C)C)[CH2:44][CH2:43]1)C>>[CH3:12][O:11][C:7]1[CH:8]=[CH:9][CH:10]=[C:2]2[C:3]=1[C:4](=[O:6])[N:14]([CH3:13])[C:21]([C:20]1[CH:23]=[CH:24][C:17]([O:16][CH:15]3[CH2:31][CH2:30][N:29]([CH:42]4[CH2:43][CH2:44]4)[CH2:28][CH2:27]3)=[CH:18][CH:19]=1)=[N:1]2. Procedure details: The entitled compound was obtained according to the method of Example 85 but using 2-amino-6-methoxybenzoic acid, methylamine, 4-methoxybenzaldehyde, tert-butyl 4-hydroxytetrahydro-1(2H)-pyridinecarboxylate, and [(1-ethoxycyclopropyl)oxy](trimethyl)silane. Reactants: BrP(Br)Br, CC#N, OCc1ccc(CCC2CCOCC2)cc1. Product: BrCc1ccc(CCC2CCOCC2)cc1. RXN SMILES: [Br:17][P:18]([Br:19])[Br:20].[CH3:21][C:22]#[N:23].[O:1]1[CH2:2][CH2:3][CH:4]([CH2:7][CH2:8][c:9]2[cH:10][cH:11][c:12]([CH2:15][OH:16])[cH:13][cH:14]2)[CH2:5][CH2:6]1>>[O:1]1[CH2:2][CH2:3][CH:4]([CH2:7][CH2:8][c:9]2[cH:10][cH:11][c:12]([CH2:15][Br:17])[cH:13][cH:14]2)[CH2:5][CH2:6]1. The reactants are CCOC(C)=O, CN1CCCC1=O, Ic1ccccc1, [K+], [K+], O=C1CN2C(=O)CCC2N1, O=C([O-])[O-]. Yields the product O=C1CCC2N1CC(=O)N2c1ccccc1. RXN SMILES: [CH3:24][CH2:25][O:26][C:27](=[O:28])[CH3:29].[CH3:30][N:31]1[CH2:32][CH2:33][CH2:34][C:35]1=[O:36].[I:17][c:18]1[cH:19][cH:20][cH:21][cH:22][cH:23]1.[K+:11].[K+:12].[NH:1]1[CH:2]2[N:3]([CH2:4][C:5]1=[O:6])[C:7](=[O:10])[CH2:8][CH2:9]2.[O-:13][C:14]([O-:15])=[O:16]>>[N:1]1([c:18]2[cH:19][cH:20][cH:21][cH:22][cH:23]2)[CH:2]2[N:3]([CH2:4][C:5]1=[O:6])[C:7](=[O:10])[CH2:8][CH2:9]2. The reactants are C(C(C)C)C1=C(C#N)C=C(C=C1)[N+](=O)[O-] (2-isobutyl-5-nitrobenzonitrile), [Cl-].[NH4+] (Ammonium chloride), O (water). The reagents and catalysts are [Fe] (iron). Solvent: C(C)O (ethanol). Conditions: temperature 65 celsius, time 30 minute. The product is NC=1C=CC(=C(C#N)C1)OCC(C)C (5-Amino-2-isobutoxybenzonitrile). Reaction SMILES: [Cl-].[NH4+].[OH2:3].C([C:8]1[CH:15]=[CH:14][C:13]([N+:16]([O-])=O)=[CH:12][C:9]=1[C:10]#[N:11])C(C)C>[Fe].C(O)C>[NH2:16][C:13]1[CH:14]=[CH:15][C:8]([O:3][CH2:8][CH:9]([CH3:12])[CH3:10])=[C:9]([CH:12]=1)[C:10]#[N:11] |f:0.1|. Procedure: Ammonium chloride (5.6 g) and iron powder (21 g) were added to a mixed solvent of water (80 ml) and ethanol (240 ml), and the mixture was heated to 65° C. Then, 2-isobutyl-5-nitrobenzonitrile (20 g) was added in parts over 20 min and the mixture was stirred at a refluxing temperature for 30 min. The reaction mixture was ice-cooled and filtrated. The solvent was evaporated under reduced pressure. To the residue was added aqueous sodium hydroxide solution and the mixture was extracted with toluene... Starting materials: OCC=1SC(=CC1)I (2-hydroxymethyl-5-iodothiophene), CN(C=O)C (dimethyl formamide). Yields the product OCC1(SC(=CC1)CO)C=1SC=CC1 (2,5-dihydroxymethyl bithiophene). Reaction SMILES: [OH:1][CH2:2][C:3]1[S:4][C:5](I)=[CH:6][CH:7]=1.CN(C)[CH:11]=[O:12]>>[OH:1][CH2:2][C:3]1([C:3]2[S:4][CH:5]=[CH:6][CH:7]=2)[CH2:7][CH:6]=[C:5]([CH2:11][OH:12])[S:4]1. Procedure: 2-hydroxymethyl-5-iodothiophene was refluxed with Cu powder in dimethyl formamide ("DMF"). This Ullmann condensation also yielded a very low amount of 2,5-dihydroxymethyl bithiophene.